This data is from the Open Reaction Database (ORD), a public repository of structured organic reaction records. The task is: describe an organic reaction: reactants, conditions, products, and yield Reactants: compound, ClC1=C(C=CC(=C1)Cl)C1=CC2=C(N(C3=CC=C(C=C23)C(CC(COCC)=O)=O)C)N(C1=O)C (1-[3-(2,4-dichlorophenyl)-1,9-dimethyl-2-oxo-2,9-dihydro-1H-pyrido[2,3-b]indol-6-yl]-4-ethoxybutane-1,3-dione), C(C(=O)O)(=O)O.C(C)NN (ethylhydrazine oxalate). Yields the product ClC1=C(C=CC(=C1)Cl)C1=CC2=C(N(C3=CC=C(C=C23)C=2N(N=C(C2)COCC)CC)C)N(C1=O)C (3-(2,4-Dichlorophenyl)-6-(5-ethoxymethyl-2-ethyl-2H-pyrazol-3-yl)-1,9-dimethyl-1,9-dihydropyrido[2,3-b]indol-2-one). RXN SMILES: [Cl:1][C:2]1[CH:7]=[C:6]([Cl:8])[CH:5]=[CH:4][C:3]=1[C:9]1[C:31](=[O:32])[N:30]([CH3:33])[C:12]2[N:13]([CH3:29])[C:14]3[C:19]([C:11]=2[CH:10]=1)=[CH:18][C:17]([C:20](=O)[CH2:21][C:22](=O)[CH2:23][O:24][CH2:25][CH3:26])=[CH:16][CH:15]=3.C(O)(=O)C(O)=O.[CH2:40]([NH:42][NH2:43])[CH3:41]>>[Cl:1][C:2]1[CH:7]=[C:6]([Cl:8])[CH:5]=[CH:4][C:3]=1[C:9]1[C:31](=[O:32])[N:30]([CH3:33])[C:12]2[N:13]([CH3:29])[C:14]3[C:19]([C:11]=2[CH:10]=1)=[CH:18][C:17]([C:20]1[N:42]([CH2:40][CH3:41])[N:43]=[C:22]([CH2:23][O:24][CH2:25][CH3:26])[CH:21]=1)=[CH:16][CH:15]=3 |f:1.2|. Reported procedure: The process is carried out as in Example 37 above, with the compound from Example 80A, 1-[3-(2,4-dichlorophenyl)-1,9-dimethyl-2-oxo-2,9-dihydro-1H-pyrido[2,3-b]indol-6-yl]-4-ethoxybutane-1,3-dione and ethylhydrazine oxalate. The reactants are C(C)(C)(C)OC(=O)N1CC(CC1)NC(=O)C=1SC=CC1NC1=C2C(=NC=C1)NC=C2 (3-{[3-(1H-Pyrrolo[2,3-b]pyridin-4-ylamino)-thiophene-2-carbonyl]-amino}-pyrrolidine-1-carboxylic acid tert-butyl ester), NCCC1=NC=CC=C1 (2-(2-aminoethyl)pyridine). The product is N1=C(C=CC=C1)CCNC(=O)C=1SC=CC1NC1=C2C(=NC=C1)NC=C2 (3-(1H-Pyrrolo[2,3-b]pyridin-4-ylamino)-thiophene-2-carboxylic acid (2-pyridin-2-yl-ethyl)-amide). RXN SMILES: C(OC([N:8]1[CH2:12][CH2:11][CH:10]([NH:13][C:14]([C:16]2[S:17][CH:18]=[CH:19][C:20]=2[NH:21][C:22]2[CH:27]=[CH:26][N:25]=[C:24]3[NH:28][CH:29]=[CH:30][C:23]=23)=[O:15])[CH2:9]1)=O)(C)(C)C.N[CH2:32][CH2:33][C:34]1C=CC=CN=1>>[N:8]1[CH:9]=[CH:34][CH:33]=[CH:32][C:12]=1[CH2:11][CH2:10][NH:13][C:14]([C:16]1[S:17][CH:18]=[CH:19][C:20]=1[NH:21][C:22]1[CH:27]=[CH:26][N:25]=[C:24]2[NH:28][CH:29]=[CH:30][C:23]=12)=[O:15]. Procedure: This compound was prepared in an analogous manner as 3-{[3-(1H-Pyrrolo[2,3-b]pyridin-4-ylamino)-thiophene-2-carbonyl]-amino}-pyrrolidine-1-carboxylic acid tert-butyl ester using 2-(2-aminoethyl)pyridine instead of 1-BOC-3-aminopyrrolidine. LCMS (ESI) 364 (M+H) 1H NMR (400 MHz, DMSO-d6) δ ppm 11.53 (1H, br. s.) 10.24 (1H, s) 8.41-8.47 (1H, m) 8.24 (1H, t, J=5.56 Hz) 8.02 (1H, d, J=5.37 Hz) 7.77 (1H, d, J=5.47 Hz) 7.61-7.70 (1H, m) 7.46 (1H, d, J=5.37 Hz) 7.31 (1H, dd, J=3.32, 2.44 Hz) 7.25 (1H, d... Starting materials: ClC1=C(C=CC(=C1)Cl)C=1N=C(C(=NC1CC)N[C@H]1[C@H](CC2=CC=CC=C12)O)CC ((1R,2S)-1-{[5-(2,4-dichlorophenyl)-3,6-diethylpyrazin-2-yl]amino}-2,3-dihydro-1H-inden-2-ol), BrC=1N=C(C(=NC1C)N[C@H]1[C@H](CC2=CC=CC=C12)O)C ((1R,2S)-1-[(5-bromo-3,6-dimethylpyrazin-2-yl)amino]-2,3-dihydro-1H-inden-2-ol). The product is ClC1=C(C=CC(=C1)Cl)C=1N=C(C(=NC1C)N[C@H]1[C@H](CC2=CC=CC=C12)O)C ((1R,2S)-1-{[5-(2,4-dichlorophenyl)-3,6-dimethylpyrazin-2-yl]amino}-2,3-dihydro-1H-inden-2-ol). Reaction SMILES: [Cl:1][C:2]1[CH:7]=[C:6]([Cl:8])[CH:5]=[CH:4][C:3]=1[C:9]1[N:10]=[C:11]([CH2:28]C)[C:12]([NH:17][C@@H:18]2[C:26]3[C:21](=[CH:22][CH:23]=[CH:24][CH:25]=3)[CH2:20][C@@H:19]2[OH:27])=[N:13][C:14]=1[CH2:15]C.BrC1N=C(C)C(N[C@@H]2C3C(=CC=CC=3)C[C@@H]2O)=NC=1C>>[Cl:1][C:2]1[CH:7]=[C:6]([Cl:8])[CH:5]=[CH:4][C:3]=1[C:9]1[N:10]=[C:11]([CH3:28])[C:12]([NH:17][C@@H:18]2[C:26]3[C:21](=[CH:22][CH:23]=[CH:24][CH:25]=3)[CH2:20][C@@H:19]2[OH:27])=[N:13][C:14]=1[CH3:15]. Procedure details: Following the procedure for the preparation of (1R,2S)-1-{[5-(2,4-dichlorophenyl)-3,6-diethylpyrazin-2-yl]amino}-2,3-dihydro-1H-inden-2-ol but substituting (1R,2S)-1-[(5-bromo-3,6-dimethylpyrazin-2-yl)amino]-2,3-dihydro-1H-inden-2-ol and making non-critical variations provided the title compound as a oil: 1H NMR (300 MHz, CDCl3) δ) 7.51, 7.36-7.28, 5.66, 4.98, 4.82, 3.25, 3.11, 2.75, 2.42, 2.26; HRMS (FAB) calcd for C21H19Cl2N3O+H 400.0983, found 400.0995. Solvent: CN(C=O)C (N,N-dimethylformamide). Reaction conditions: time 22 hour. The reactants are COC=1C=C2C(=CC=NC2=CC1OC)OC1=CC=C(C=C1)N (6,7-Dimethoxy-4-(4-aminophenoxy)quinoline), O1C(=CC=C1)C(=O)O (2-furancarboxylic acid), Cl.C(C)N=C=NCCCN(C)C (1-ethyl-3-(3'-dimethylaminopropyl)carbodiimide hydrochloride). Isolated yield 48.3%. As a reaction SMILES: [CH3:1][O:2][C:3]1[CH:4]=[C:5]2[C:10](=[CH:11][C:12]=1[O:13][CH3:14])[N:9]=[CH:8][CH:7]=[C:6]2[O:15][C:16]1[CH:21]=[CH:20][C:19]([NH2:22])=[CH:18][CH:17]=1.[O:23]1[CH:27]=[CH:26][CH:25]=[C:24]1[C:28](O)=[O:29].Cl.C(N=C=NCCCN(C)C)C>CN(C)C=O>[CH3:1][O:2][C:3]1[CH:4]=[C:5]2[C:10](=[CH:11][C:12]=1[O:13][CH3:14])[N:9]=[CH:8][CH:7]=[C:6]2[O:15][C:16]1[CH:17]=[CH:18][C:19]([NH:22][C:28]([C:24]2[O:23][CH:27]=[CH:26][CH:25]=2)=[O:29])=[CH:20][CH:21]=1 |f:2.3|. Reported procedure: 6,7-Dimethoxy-4-(4-aminophenoxy)quinoline (55 mg) and commercially available 2-furancarboxylic acid (32 mg) were dissolved in N,N-dimethylformamide (2 ml), 1-ethyl-3-(3'-dimethylaminopropyl)carbodiimide hydrochloride (91 mg) was added, and the admixture was stirred at room temperature for 22 hours. The reaction mixture was then purified in the same manner as described in Example 51 to obtain 35 mg of the title compound (yield: 48%). Yields the product COC=1C=C2C(=CC=NC2=CC1OC)OC1=CC=C(C=C1)NC(=O)C=1OC=CC1 (N-{4-[(6,7-Dimethoxy-4-quinolinyl)oxy]phenyl}-2-furancarboxamide). Starting materials: COC(CCCCCCCN1C(OC2=C1C=CC(=C2)C)=O)=O (8-(6-methyl-2-oxo-benzoxazolin-3-yl)-caprylic acid methyl ester), [OH-].[Na+] (NaOH). Product: CC1=CC2=C(N(C(O2)=O)CCCCCCCC(=O)O)C=C1 (8-(6-Methyl-2-oxo-benzoxazolin-3-yl)-caprylic acid). RXN SMILES: C[O:2][C:3](=[O:22])[CH2:4][CH2:5][CH2:6][CH2:7][CH2:8][CH2:9][CH2:10][N:11]1[C:15]2[CH:16]=[CH:17][C:18]([CH3:20])=[CH:19][C:14]=2[O:13][C:12]1=[O:21].[OH-].[Na+]>>[CH3:20][C:18]1[CH:17]=[CH:16][C:15]2[N:11]([CH2:10][CH2:9][CH2:8][CH2:7][CH2:6][CH2:5][CH2:4][C:3]([OH:22])=[O:2])[C:12](=[O:21])[O:13][C:14]=2[CH:19]=1 |f:1.2|. Reported procedure: The product is produced as described in example 22 from 31 g. of 8-(6-methyl-2-oxo-benzoxazolin-3-yl)-caprylic acid methyl ester and 4.4 g. of NaOH. Eluant in chromatographic purification: chloroform.